This data is from the Open Reaction Database (ORD), a public repository of structured organic reaction records. The task is: describe an organic reaction: reactants, conditions, products, and yield Reaction SMILES: [OH:1][C:2]1[CH:9]=[C:8]([OH:10])[CH:7]=[CH:6][C:3]=1[CH:4]=O.[NH2:11][C:12]1[CH:17]=[CH:16][C:15]([C:18]2[CH2:19][CH2:20][C:21](=[O:24])[NH:22][N:23]=2)=[CH:14][CH:13]=1.C(O)(=O)C>C(O)C.CN(C=O)C>[OH:1][C:2]1[CH:9]=[C:8]([OH:10])[CH:7]=[CH:6][C:3]=1[CH:4]=[N:11][C:12]1[CH:17]=[CH:16][C:15]([C:18]2[CH2:19][CH2:20][C:21](=[O:24])[NH:22][N:23]=2)=[CH:14][CH:13]=1. Starting materials: OC1=C(C=O)C=CC(=C1)O (2,4-dihydroxybenzaldehyde), NC1=CC=C(C=C1)C=1CCC(NN1)=O (6-(4-aminophenyl)-4,5-dihydropyridazin-3(2H)one), C(C)(=O)O (acetic acid). Procedure: A solution containing 0.42 g (0.003 mol) of 2,4-dihydroxybenzaldehyde, 0.57 g (0.003 mol) of 6-(4-aminophenyl)-4,5-dihydropyridazin-3(2H)one and 0.05 ml of acetic acid in a mixture of 40 ml of ethanol and 20 ml of DMF was refluxed for 4 h. After cooling the product was filtered and washed with ethanol. Yield 0.80 g (85%), m.p. 350° C. (decomp). The solvent is C(C)O (ethanol), CN(C)C=O (DMF). Product: OC1=C(C=CC(=C1)O)C=NC1=CC=C(C=C1)C=1CCC(NN1)=O (6-[4-(2,4-Dihydroxyphenyl)methyleneaminophenyl]-4,5-dihydropyridazin-3(2H)one). Reactants: C(CC)N(CCC)CCCCC1=C(C=CC(=C1)Cl)OCCC1=CC=CC=C1 (N,N-di-n-propyl-4-[5-chloro-2-(2-phenylethoxy)phenyl]butylamine), C(C(=O)O)(=O)O (oxalic acid). Solvent: C(C)O (ethanol), C(C)O (ethanol). The product is C(C(=O)O)(=O)O.C(CC)N(CCC)CCCCC1=C(C=CC(=C1)Cl)OCCC1=CC=CC=C1 (N,N-di-n-propyl-4-[5-chloro-2-(2-phenylethoxy)phenyl]butylamine oxalate). Yield: 64.5%. RXN SMILES: [CH2:1]([N:4]([CH2:8][CH2:9][CH2:10][CH2:11][C:12]1[CH:17]=[C:16]([Cl:18])[CH:15]=[CH:14][C:13]=1[O:19][CH2:20][CH2:21][C:22]1[CH:27]=[CH:26][CH:25]=[CH:24][CH:23]=1)[CH2:5][CH2:6][CH3:7])[CH2:2][CH3:3].[C:28]([OH:33])(=[O:32])[C:29]([OH:31])=[O:30]>C(O)C>[C:28]([OH:33])(=[O:32])[C:29]([OH:31])=[O:30].[CH2:1]([N:4]([CH2:8][CH2:9][CH2:10][CH2:11][C:12]1[CH:17]=[C:16]([Cl:18])[CH:15]=[CH:14][C:13]=1[O:19][CH2:20][CH2:21][C:22]1[CH:27]=[CH:26][CH:25]=[CH:24][CH:23]=1)[CH2:5][CH2:6][CH3:7])[CH2:2][CH3:3] |f:3.4|. Procedure details: To 0.91 g of the crude 4-chloro-2-(4-chlorobutyl)-1-(2-phenylethoxy)benzene, was added 10 ml of di-n-propylamine and the resulting mixture was stirred at 120° C. for 38 hours. After diluting with methylene chloride, the mixture was successively washed with a saturated aqueous solution of sodium hydrogencarbonate and a saturated aqueous solution of sodium chloride and dried over anhydrous magnesium sulfate. After evaporation of the solvent under reduced pressure, the obtained residue was subjecte...